This data is from the Open Reaction Database (ORD), a public repository of structured organic reaction records. The task is: describe an organic reaction: reactants, conditions, products, and yield The reactants are C1COC2(CCC(CC2)(C2=CC=NC=C2)O)O1 (4-hydroxy-4-(4-pyridyl)cyclohexanone ethyleneacetal), S(=O)(Cl)Cl (thionyl chloride), [OH-].[Na+] (sodium hydroxide). The solvent is N1=CC=CC=C1 (pyridine). Run at temperature 0 celsius. The product is C1COC2(CC=C(CC2)C2=CC=NC=C2)O1 (4-(4-pyridyl)cyclohex-3-enone ethyleneacetal). Isolated yield 86.6%. As a reaction SMILES: [CH2:1]1[O:17][C:4]2([CH2:9][CH2:8][C:7](O)([C:10]3[CH:15]=[CH:14][N:13]=[CH:12][CH:11]=3)[CH2:6][CH2:5]2)[O:3][CH2:2]1.S(Cl)(Cl)=O.[OH-].[Na+]>N1C=CC=CC=1>[CH2:2]1[O:3][C:4]2([CH2:9][CH2:8][C:7]([C:10]3[CH:11]=[CH:12][N:13]=[CH:14][CH:15]=3)=[CH:6][CH2:5]2)[O:17][CH2:1]1 |f:2.3|. Reported procedure: In 40 ml of pyridine was dissolved 5 g of 4-hydroxy-4-(4-pyridyl)cyclohexanone ethyleneacetal and, 8 ml of thionyl chloride was added to the solution at -10° C. Then, after stirring at 0° C., the reaction solution was poured onto ice. After an excess of a sodium hydroxide aqueous solution was added to the mixture, it was extracted with methylene chloride and the extract was purified to give 4 g of 4-(4-pyridyl)cyclohex-3-enone ethyleneacetal.